This data is from the Open Reaction Database (ORD), a public repository of structured organic reaction records. The task is: describe an organic reaction: reactants, conditions, products, and yield Starting materials: one, C1(CCCC2=CC=CC=C12)=O (1-tetralone), C[O-].[Na+] (sodium methoxide), CO (methanol), FC(C(=O)OCC)(F)F (ethyl trifluoroacetate). Solvent: CCOCC (ether), Cl (HCl), CCOCC (ether). The product is FC(C(=O)C1CC(C2=CC=CC=C2C1)=O)(F)F (3-trifluoroacetyl-1-tetralone). Yield: 66.1%. Reaction SMILES: [F:1][C:2]([F:9])([F:8])[C:3]([O:5]CC)=O.C[O-].[Na+].CO.[C:15]1(=[O:25])[C:24]2[C:19](=[CH:20][CH:21]=[CH:22][CH:23]=2)[CH2:18][CH2:17][CH2:16]1>CCOCC.Cl>[F:9][C:2]([F:1])([F:8])[C:3]([CH:17]1[CH2:18][C:19]2[C:24](=[CH:23][CH:22]=[CH:21][CH:20]=2)[C:15](=[O:25])[CH2:16]1)=[O:5] |f:1.2|. Procedure: A 250 mL one necked round bottomed flask equipped with a reflux condenser, nitrogen inlet and provisions for magnetic stirring was charged with ethyl trifluoroacetate (28.4 g, 0.2 mol) and 75 mL of ether. To this solution was added 48 mL of 25% sodium methoxide in methanol (0.21 mol). A solution of 1-tetralone (29.2 g, 0.2 mol) in 50 mL of ether was then added over about 5 min. The reaction mixture was then stirred at room temperature for 14 h and then was diluted with 100 mL of 3N HCl. The phas... Starting materials: C1(=CC=CC=C1)C1=NNC(=C1C#CC1=CC=CC=C1)NC(C)=O (N-[3-phenyl-4-(2-phenylethynyl)-1H-pyrazol-5-yl]acetamide), C(C)O (ethanol), [OH-].[Na+] (NaOH). The solvent is C(C)(=O)OCC (ethyl acetate), O (water). Conditions: temperature 90 celsius. Product: C1(=CC=CC=C1)C1=NNC(=C1C#CC1=CC=CC=C1)N (3-phenyl-4-(2-phenylethynyl)-1H-pyrazol-5-amine). The yield is 49.6%. RXN SMILES: [C:1]1([C:7]2[C:11]([C:12]#[C:13][C:14]3[CH:19]=[CH:18][CH:17]=[CH:16][CH:15]=3)=[C:10]([NH:20]C(=O)C)[NH:9][N:8]=2)[CH:6]=[CH:5][CH:4]=[CH:3][CH:2]=1.C(O)C.[OH-].[Na+]>C(OCC)(=O)C.O>[C:1]1([C:7]2[C:11]([C:12]#[C:13][C:14]3[CH:15]=[CH:16][CH:17]=[CH:18][CH:19]=3)=[C:10]([NH2:20])[NH:9][N:8]=2)[CH:2]=[CH:3][CH:4]=[CH:5][CH:6]=1 |f:2.3|. Procedure details: A mixture of N-[3-phenyl-4-(2-phenylethynyl)-1H-pyrazol-5-yl]acetamide (12.5 g, 42 mmol), ethanol (100 mL) and 25% aq. NaOH solution (100 mL) was stirred and heated to 90° C. for 1 h and cooled to room temperature. The reaction mixture was diluted with ethyl acetate and water. The organic phase was washed with water and brine, dried (phase separator cartridge) and concentrated in vacuo. Diethyl ether was added to the residue and the solid was collected by filtration, washed with diethyl ether an...